Dataset: the Open Reaction Database (ORD), a public repository of structured organic reaction records. Task: describe an organic reaction: reactants, conditions, products, and yield Starting materials: CN(C(=O)C1=CC=C(C=C1)C)CCO (N-methyl-N-(2-hydroxyethyl)-p-toluamide), C(CCCCCCCCCCC)(=O)Cl (lauroyl chloride). The product is CN(C(=O)C1=CC=C(C=C1)C)CCOC(CCCCCCCCCCC)=O (N-methyl-N-(2-lauroyloxyethyl)-p-toluamide). RXN SMILES: [CH3:1][N:2]([CH2:12][CH2:13][OH:14])[C:3]([C:5]1[CH:10]=[CH:9][C:8]([CH3:11])=[CH:7][CH:6]=1)=[O:4].[C:15](Cl)(=[O:27])[CH2:16][CH2:17][CH2:18][CH2:19][CH2:20][CH2:21][CH2:22][CH2:23][CH2:24][CH2:25][CH3:26]>>[CH3:1][N:2]([CH2:12][CH2:13][O:14][C:15](=[O:27])[CH2:16][CH2:17][CH2:18][CH2:19][CH2:20][CH2:21][CH2:22][CH2:23][CH2:24][CH2:25][CH3:26])[C:3]([C:5]1[CH:10]=[CH:9][C:8]([CH3:11])=[CH:7][CH:6]=1)=[O:4]. Reported procedure: N-methyl-N-(2-lauroyloxyethyl)-p-toluamide was prepared by the procedure of example 1 from 19 gms. (0.1 mole) of N-methyl-N-(2-hydroxyethyl)-p-toluamide and 22 gms. (0.1 mole) of lauroyl chloride. The structure of the final product was characterized on the basis of IR and NMR spectral analyses as described in example 1. The product is CN1CCN(c2ccc(NC=C3C(=O)NC(=O)c4ccc(Br)cc43)cc2)CC1. RXN SMILES: [Br:1][c:2]1[cH:3][c:4]2[c:9]([cH:10][cH:11]1)[C:8](=[O:12])[NH:7][C:6](=[O:13])[C:5]2=[CH:14][O:15][CH3:16].[CH3:17][N:18]1[CH2:19][CH2:20][N:21]([c:24]2[cH:25][cH:26][c:27]([NH2:30])[cH:28][cH:29]2)[CH2:22][CH2:23]1.[CH3:31][N:32]([CH3:33])[CH:34]=[O:35]>>[Br:1][c:2]1[cH:3][c:4]2[c:9]([cH:10][cH:11]1)[C:8](=[O:12])[NH:7][C:6](=[O:13])[C:5]2=[CH:14][NH:30][c:27]1[cH:26][cH:25][c:24]([N:21]2[CH2:20][CH2:19][N:18]([CH3:17])[CH2:23][CH2:22]2)[cH:29][cH:28]1. Starting materials: COC=C1C(=O)NC(=O)c2ccc(Br)cc21, CN1CCN(c2ccc(N)cc2)CC1, CN(C)C=O. Run at temperature 80 celsius, time 2 hour. Yields the product N1=C(C=CC=C1)C1=CN=C2N1C=C(C=C2)C=2C(=NN(C2)C(C2=CC=CC=C2)(C2=CC=CC=C2)C2=CC=CC=C2)C2=CC=C(C=C2)O (4-{4-[3-(Pyridin-2-yl)imidazo[1,2-a]pyridin-6-yl]-1-trityl-1H-pyrazol-3-yl}phenol). Reagents/catalysts: [Cl-].C(CCC)[N+](CCCC)(CCCC)CCCC (tetrabutylammoniumchloride). Reactants: N1=C(C=CC=C1)C1=CN=C2N1C=C(C=C2)C=2C(=NN(C2)C(C2=CC=CC=C2)(C2=CC=CC=C2)C2=CC=CC=C2)C2=CC=C(C=C2)OCOCC[Si](C)(C)C (3-(pyridin-2-yl)-6-{3-[4-(2-trimethylsilanylethoxymethoxy)phenyl]-1-trityl-1H-pyrazol-4-yl}imidazo[1,2-a]pyridin), CN(P(N(C)C)N(C)C)C (hexamethyl phosphorous acid triamide), C(C)(=O)OCC (Ethyl acetate), [Cl-].[NH4+] (ammonium chloride). As a reaction SMILES: [N:1]1[CH:6]=[CH:5][CH:4]=[CH:3][C:2]=1[C:7]1[N:11]2[CH:12]=[C:13]([C:16]3[C:17]([C:40]4[CH:45]=[CH:44][C:43]([O:46]COCC[Si](C)(C)C)=[CH:42][CH:41]=4)=[N:18][N:19]([C:21]([C:34]4[CH:39]=[CH:38][CH:37]=[CH:36][CH:35]=4)([C:28]4[CH:33]=[CH:32][CH:31]=[CH:30][CH:29]=4)[C:22]4[CH:27]=[CH:26][CH:25]=[CH:24][CH:23]=4)[CH:20]=3)[CH:14]=[CH:15][C:10]2=[N:9][CH:8]=1.CN(C)P(N(C)C)N(C)C.C(OCC)(=O)C.[Cl-].[NH4+]>[Cl-].C([N+](CCCC)(CCCC)CCCC)CCC.O>[N:1]1[CH:6]=[CH:5][CH:4]=[CH:3][C:2]=1[C:7]1[N:11]2[CH:12]=[C:13]([C:16]3[C:17]([C:40]4[CH:41]=[CH:42][C:43]([OH:46])=[CH:44][CH:45]=4)=[N:18][N:19]([C:21]([C:28]4[CH:29]=[CH:30][CH:31]=[CH:32][CH:33]=4)([C:22]4[CH:27]=[CH:26][CH:25]=[CH:24][CH:23]=4)[C:34]4[CH:39]=[CH:38][CH:37]=[CH:36][CH:35]=4)[CH:20]=3)[CH:14]=[CH:15][C:10]2=[N:9][CH:8]=1 |f:3.4,5.6|. Isolated yield 100.1%. The solvent is O (water). Procedure details: A mixture of 1.23 g 3-(pyridin-2-yl)-6-{3-[4-(2-trimethylsilanylethoxymethoxy)phenyl]-1-trityl-1H-pyrazol-4-yl}imidazo[1,2-a]pyridin (compound in Example 352), 8.5 mL tetrabutylammoniumchloride (1 M tetrahydrofuran solution) and 10 mL hexamethyl phosphorous acid triamide was stirred at 80° C. for 2 hours. Ethyl acetate, an aqueous saturated ammonium chloride solution and water were added to the reaction solution, and the organic layer was separated. The organic layer was dried over anhydrous sod... Reactants: CC(C)(C)OC(=O)N1CCC(N2CCSc3cc(Br)ccc32)C1, CC(C)(C)P(C(C)(C)C)C(C)(C)C, CCCC[N+](CCCC)(CCCC)CCCC, C1CCOC1, C[Si](C)(C)[N-][Si](C)(C)C, [F-], [Li+], O=C(C=Cc1ccccc1)C=Cc1ccccc1, O=C(C=Cc1ccccc1)C=Cc1ccccc1, O=C(C=Cc1ccccc1)C=Cc1ccccc1, [Pd], [Pd]. The product is CC(C)(C)OC(=O)N1CCC(N2CCSc3cc(N)ccc32)C1. RXN SMILES: [Br:14][c:15]1[cH:16][cH:17][c:18]2[c:19]([cH:36]1)[S:20][CH2:21][CH2:22][N:23]2[CH:24]1[CH2:25][N:26]([C:29](=[O:30])[O:31][C:32]([CH3:33])([CH3:34])[CH3:35])[CH2:27][CH2:28]1.[C:1]([P:2]([C:3]([CH3:4])([CH3:5])[CH3:6])[C:7]([CH3:8])([CH3:9])[CH3:10])([CH3:11])([CH3:12])[CH3:13].[CH2:38]([N+:42]([CH2:39][CH2:40][CH2:41][CH3:43])([CH2:44][CH2:45][CH2:46][CH3:47])[CH2:48][CH2:49][CH2:50][CH3:51])[CH2:52][CH2:53][CH3:54].[CH2:55]1[O:56][CH2:57][CH2:58][CH2:59]1.[CH3:61][Si:62]([N-:63][Si:64]([CH3:65])([CH3:66])[CH3:67])([CH3:68])[CH3:69].[F-:37].[Li+:60].[O:108]=[C:109]([CH:110]=[CH:111][c:112]1[cH:113][cH:114][cH:115][cH:116][cH:117]1)[CH:118]=[CH:119][c:120]1[cH:121][cH:122][cH:123][cH:124][cH:125]1.[O:72]=[C:73]([CH:74]=[CH:75][c:76]1[cH:77][cH:78][cH:79][cH:80][cH:81]1)[CH:82]=[CH:83][c:84]1[cH:85][cH:86][cH:87][cH:88][cH:89]1.[O:90]=[C:91]([CH:92]=[CH:93][c:94]1[cH:95][cH:96][cH:97][cH:98][cH:99]1)[CH:100]=[CH:101][c:102]1[cH:103][cH:104][cH:105][cH:106][cH:107]1.[Pd:70].[Pd:71]>>[c:15]1([NH2:42])[cH:16][cH:17][c:18]2[c:19]([cH:36]1)[S:20][CH2:21][CH2:22][N:23]2[CH:24]1[CH2:25][N:26]([C:29](=[O:30])[O:31][C:32]([CH3:33])([CH3:34])[CH3:35])[CH2:27][CH2:28]1.